Dataset: the Open Reaction Database (ORD), a public repository of structured organic reaction records. Task: describe an organic reaction: reactants, conditions, products, and yield Starting materials: CSC1C(=O)Nc2ccc(C#N)cc21, [Cl-], [NH4+], C1CCOC1, [Zn]. The product is N#Cc1ccc2c(c1)CC(=O)N2. RXN SMILES: [C:1](#[N:2])[c:3]1[cH:4][c:5]2[c:9]([cH:10][cH:11]1)[NH:8][C:7](=[O:12])[CH:6]2[S:13][CH3:14].[Cl-:15].[NH4+:16].[O:17]1[CH2:18][CH2:19][CH2:20][CH2:21]1.[Zn:22]>>[C:1](#[N:2])[c:3]1[cH:4][c:5]2[c:9]([cH:10][cH:11]1)[NH:8][C:7](=[O:12])[CH2:6]2. Starting materials: C(C1=CC=CC=C1)OCC1=CC=CC=C1.[Na] (sodium benzyloxide), N([C@@H](C)C(=O)N[C@@H](C)C(=O)O)C(=O)OCC1=CC=CC=C1 (Z-Ala-Ala-OH), enol ester, C(Cl)(Cl)Cl (CHCl3), benzyl oxalyl chloride, CO (MeOH). Run in C(C1=CC=CC=C1)O (benzyl alcohol). Product: N([C@@H](C)C(=O)NC(C)C(=O)C(=O)OCC1=CC=CC=C1)C(=O)OCC1=CC=CC=C1 (Z-Ala-DL-Ala-CO2Bzl). Isolated yield 36.0%. Reaction SMILES: [NH:1]([C:12]([O:14][CH2:15][C:16]1[CH:21]=[CH:20][CH:19]=[CH:18][CH:17]=1)=[O:13])[C@H:2]([C:4]([NH:6][C@H:7]([C:9]([OH:11])=O)[CH3:8])=[O:5])[CH3:3].[CH2:22]([O:29][CH2:30]C1C=CC=CC=1)[C:23]1[CH:28]=[CH:27][CH:26]=[CH:25][CH:24]=1.[Na].C(Cl)(Cl)Cl.C[OH:43]>C(O)C1C=CC=CC=1>[NH:1]([C:12]([O:14][CH2:15][C:16]1[CH:21]=[CH:20][CH:19]=[CH:18][CH:17]=1)=[O:13])[C@H:2]([C:4]([NH:6][CH:7]([C:9]([C:30]([O:29][CH2:22][C:23]1[CH:28]=[CH:27][CH:26]=[CH:25][CH:24]=1)=[O:43])=[O:11])[CH3:8])=[O:5])[CH3:3] |f:1.2,^1:36|. Reported procedure: This compound was prepared from Z-Ala-Ala-OH in 36% yield by the procedure described in Example PKC1, except that benzyl oxalyl chloride was used in the Dakin-West reaction and sodium benzyloxide in benzyl alcohol was used for enol ester hydrolysis; single spot on tlc, Rf2 =0.55 (CHCl3 :MeOH=9:1); MS, m/e=413 (M+ +1). Anal. Calcd. for C22H24O6N2 : C, 64.06; H, 5.87; N, 6.79. Found: C, 63.79; H, 5.95; N, 6.72. Solvent: C(C)#N (acetonitrile). Product: O[C@@H](CO[C@H](C)C1=C(C=CC=C1)CCC(=O)OC)CNC(CC1=CC2=CC=CC=C2C=C1)(C)C (Methyl 3-[2-[(1R)-1-[(2R)-2-hydroxy-3-[[2-methyl-1-(naphthalen-2-yl)propan-2-yl]amino]propoxy]ethyl]phenyl]propionate). Procedure details: Methyl 3-[2-[(1R)-1-(((2R)-oxiranyl)methoxy)ethyl]phenyl]propionate (286 mg) obtained in Step 3 was dissolved in acetonitrile (10 ml), [2-methyl-1-(naphthalen-2-yl)propan-2-yl]amine (218 mg) and lithium perchlorate (157 mg) were successively added, and the mixture was heated under reflux overnight. The reaction mixture was concentrated under reduced pressure. The obtained residue was purified by silica gel column chromatography (chloroform:methanol=10:1) to give the title compound (539 mg). Reactants: CC(CC1=CC2=CC=CC=C2C=C1)(C)N ([2-methyl-1-(naphthalen-2-yl)propan-2-yl]amine), Cl(=O)(=O)(=O)[O-].[Li+] (lithium perchlorate), O1[C@H](C1)CO[C@H](C)C1=C(C=CC=C1)CCC(=O)OC (methyl 3-[2-[(1R)-1-(((2R)-oxiranyl)methoxy)ethyl]phenyl]propionate). RXN SMILES: [O:1]1[CH2:3][C@@H:2]1[CH2:4][O:5][C@@H:6]([C:8]1[CH:13]=[CH:12][CH:11]=[CH:10][C:9]=1[CH2:14][CH2:15][C:16]([O:18][CH3:19])=[O:17])[CH3:7].[CH3:20][C:21]([NH2:34])([CH3:33])[CH2:22][C:23]1[CH:32]=[CH:31][C:30]2[C:25](=[CH:26][CH:27]=[CH:28][CH:29]=2)[CH:24]=1.Cl([O-])(=O)(=O)=O.[Li+]>C(#N)C>[OH:1][C@H:2]([CH2:3][NH:34][C:21]([CH3:33])([CH3:20])[CH2:22][C:23]1[CH:32]=[CH:31][C:30]2[C:25](=[CH:26][CH:27]=[CH:28][CH:29]=2)[CH:24]=1)[CH2:4][O:5][C@@H:6]([C:8]1[CH:13]=[CH:12][CH:11]=[CH:10][C:9]=1[CH2:14][CH2:15][C:16]([O:18][CH3:19])=[O:17])[CH3:7] |f:2.3|. Yield: 107.4%. Reactants: CC(=O)OCC1OC(OC(C)=O)C(OC(C)=O)C1OC(C)=O, CC(C)Nc1nc2c(Cl)cc(Cl)cc2[nH]1, ClCCCl, C[Si](C)(C)OS(=O)(=O)C(F)(F)F. The product is CC(=O)OCC1OC(n2c(NC(C)C)nc3c(Cl)cc(Cl)cc32)C(OC(C)=O)C1OC(C)=O. Reaction SMILES: [C:28]([O:29][CH:32]1[CH:33]([O:34][C:35]([CH3:36])=[O:37])[CH:38]([O:39][C:40]([CH3:41])=[O:42])[CH:43]([CH2:45][O:46][C:47]([CH3:48])=[O:49])[O:44]1)(=[O:30])[CH3:31].[Cl:1][c:2]1[cH:3][c:4]([Cl:15])[cH:5][c:6]2[nH:7][c:8]([NH:11][CH:12]([CH3:13])[CH3:14])[n:9][c:10]12.[Cl:50][CH2:51][CH2:52][Cl:53].[F:16][C:17]([F:18])([F:19])[S:20]([O:21][Si:22]([CH3:23])([CH3:24])[CH3:25])(=[O:26])=[O:27]>>[Cl:1][c:2]1[cH:3][c:4]([Cl:15])[cH:5][c:6]2[n:7]([CH:32]3[CH:33]([O:34][C:35]([CH3:36])=[O:37])[CH:38]([O:39][C:40]([CH3:41])=[O:42])[CH:43]([CH2:45][O:46][C:47]([CH3:48])=[O:49])[O:44]3)[c:8]([NH:11][CH:12]([CH3:13])[CH3:14])[n:9][c:10]12. The reactants are C(C)OC(=O)C1=NC(=CC(=C1)C=1C=NC=C(C1)F)C (5-Fluoro-6′-methyl-[3,4′]bipyridinyl-2′-carboxylic acid ethyl ester), NC=1C=NC=CC1 (3-Aminopyridine). Product: N1=CC(=CC=C1)NC(=O)C1=NC(=CC(=C1)C=1C=NC=C(C1)F)C (5-Fluoro-6′-methyl-[3,4′]bipyridinyl-2′-carboxylic acid pyridin-3-ylamide). As a reaction SMILES: C(O[C:4]([C:6]1[CH:11]=[C:10]([C:12]2[CH:13]=[N:14][CH:15]=[C:16]([F:18])[CH:17]=2)[CH:9]=[C:8]([CH3:19])[N:7]=1)=[O:5])C.[NH2:20][C:21]1[CH:22]=[N:23][CH:24]=[CH:25][CH:26]=1>>[N:23]1[CH:24]=[CH:25][CH:26]=[C:21]([NH:20][C:4]([C:6]2[CH:11]=[C:10]([C:12]3[CH:13]=[N:14][CH:15]=[C:16]([F:18])[CH:17]=3)[CH:9]=[C:8]([CH3:19])[N:7]=2)=[O:5])[CH:22]=1. Procedure details: The title compound, was prepared from 5-Fluoro-6′-methyl-[3,4′]bipyridinyl-2′-carboxylic acid ethyl ester in accordance with the general method of example 26, step 6 using 3-Aminopyridine instead of 3-chloroaniline to yield the final compound as a white crystalline, MS (ISP): m/e=309.3 (M+H)+. Starting materials: CS(=O)C1=NN=C(S1)N=C=O (5-methylsulfinyl-1,3,4-thiadiazol-2-yl isocyanate), dimethyl acetal, ClCNCC=O (2-chloromethylaminoacetaldehyde). Run in C1=CC=CC=C1 (benzene), C1=CC=CC=C1 (benzene). The product is dimethyl acetal, ClCN(C(=O)NC=1SC(=NN1)S(=O)C)CC=O (2-[1-chloromethyl-3-(5-methylsulfinyl-1,3,4-thiadiazol-2-yl)ureido]acetaldehyde). As a reaction SMILES: [CH3:1][S:2]([C:4]1[S:8][C:7]([N:9]=[C:10]=[O:11])=[N:6][N:5]=1)=[O:3].[Cl:12][CH2:13][NH:14][CH2:15][CH:16]=[O:17]>C1C=CC=CC=1>[Cl:12][CH2:13][N:14]([CH2:15][CH:16]=[O:17])[C:10]([NH:9][C:7]1[S:8][C:4]([S:2]([CH3:1])=[O:3])=[N:5][N:6]=1)=[O:11]. Reported procedure: A mixture of 5-methylsulfinyl-1,3,4-thiadiazol-2-yl isocyanate dimer (0.05 mole), the dimethyl acetal of 2-chloromethylaminoacetaldehyde (0.1 mole) and benzene (60 ml) are charged into a glass reaction vessel equipped with a mechanical stirrer and reflux condenser. The reaction mixture is heated at reflux for a period of about 15 minutes. After this time the mixture is stripped of benzene under reduced pressure to yield a solid product as the residue. The residue is then recrystallized to yield ... The reactants are ClC(=O)OCC1=CC=C(C=C1)[N+](=O)[O-] (p-nitrobenzyl chloroformate), O (water), C(C1=CC=C(C=C1)OC)C(N1C(C(C1CC(=O)OCC1=CC=C(C=C1)OC)C(C)O)=O)CC1=CC=C(C=C1)OC (1-(di-p-anisylmethyl)-3-(1-hydroxyethyl)-4-p-methoxybenzyloxycarbonylmethyl-2-azetidinone). Reagents/catalysts: CN(C1=CC=NC=C1)C (4-dimethylaminopyridine). The solvent is C(Cl)Cl (methylene chloride), C(Cl)Cl (methylene chloride), C(Cl)Cl (methylene chloride). Reaction conditions: time 1 hour. The product is C(C1=CC=C(C=C1)OC)C(N1C(C(C1CC(=O)OCC1=CC=C(C=C1)OC)C(C)OC(=O)OCC1=CC=C(C=C1)[N+](=O)[O-])=O)CC1=CC=C(C=C1)OC (1-(di-p-anisylmethyl)-3-(1-p-nitrobenzyloxycarbonyloxyethyl)-4-p-methoxybenzyloxycarbonylmethyl-2-azetidinone). Isolated yield 63.8%. RXN SMILES: [CH2:1]([CH:10]([CH2:32][C:33]1[CH:38]=[CH:37][C:36]([O:39][CH3:40])=[CH:35][CH:34]=1)[N:11]1[CH:14]([CH2:15][C:16]([O:18][CH2:19][C:20]2[CH:25]=[CH:24][C:23]([O:26][CH3:27])=[CH:22][CH:21]=2)=[O:17])[CH:13]([CH:28]([OH:30])[CH3:29])[C:12]1=[O:31])[C:2]1[CH:7]=[CH:6][C:5]([O:8][CH3:9])=[CH:4][CH:3]=1.Cl[C:42]([O:44][CH2:45][C:46]1[CH:51]=[CH:50][C:49]([N+:52]([O-:54])=[O:53])=[CH:48][CH:47]=1)=[O:43].O>C(Cl)Cl.CN(C)C1C=CN=CC=1>[CH2:32]([CH:10]([CH2:1][C:2]1[CH:3]=[CH:4][C:5]([O:8][CH3:9])=[CH:6][CH:7]=1)[N:11]1[CH:14]([CH2:15][C:16]([O:18][CH2:19][C:20]2[CH:25]=[CH:24][C:23]([O:26][CH3:27])=[CH:22][CH:21]=2)=[O:17])[CH:13]([CH:28]([O:30][C:42]([O:44][CH2:45][C:46]2[CH:47]=[CH:48][C:49]([N+:52]([O-:54])=[O:53])=[CH:50][CH:51]=2)=[O:43])[CH3:29])[C:12]1=[O:31])[C:33]1[CH:34]=[CH:35][C:36]([O:39][CH3:40])=[CH:37][CH:38]=1. Procedure: 2.6 g of 1-(di-p-anisylmethyl)-3-(1-hydroxyethyl)-4-p-methoxybenzyloxycarbonylmethyl-2-azetidinone was dissolved in 15 ml of dried methylene chloride, and 1.22 g of 4-dimethylaminopyridine was added thereto. Under ice-cooling, a solution of 1.3 g of p-nitrobenzyl chloroformate in 7 ml of dried methylene chloride was added dropwise to the mixture, followed by stirring at room temperature for 1 hour. To the reaction mixture were added methylene chloride and water, and the methylene chloride layer ...